From a dataset of the Open Reaction Database (ORD), a public repository of structured organic reaction records. describe an organic reaction: reactants, conditions, products, and yield The reactants are O (water), N1=CC=CC=C1 (Pyridine), C(C)C1=CC=C(C=N1)S(=O)(=O)Cl (6-ethyl-3-pyridinesulfonyl chloride), NC=1C=NC2=C(C=CC=C2C1)Br (3-amino-8-bromoquinoline). The solvent is C(Cl)Cl (methylene chloride). Reaction conditions: time 30 minute. The product is BrC=1C=CC=C2C=C(C=NC12)NS(=O)(=O)C=1C=NC(=CC1)CC (N-(8-Bromoquinolin-3-yl)-6-ethyl-3-pyridinesulfonamide). Isolated yield 63.2%. RXN SMILES: N1C=CC=CC=1.[CH2:7]([C:9]1[N:14]=[CH:13][C:12]([S:15](Cl)(=[O:17])=[O:16])=[CH:11][CH:10]=1)[CH3:8].[NH2:19][C:20]1[CH:21]=[N:22][C:23]2[C:28]([CH:29]=1)=[CH:27][CH:26]=[CH:25][C:24]=2[Br:30].O>C(Cl)Cl>[Br:30][C:24]1[CH:25]=[CH:26][CH:27]=[C:28]2[C:23]=1[N:22]=[CH:21][C:20]([NH:19][S:15]([C:12]1[CH:13]=[N:14][C:9]([CH2:7][CH3:8])=[CH:10][CH:11]=1)(=[O:17])=[O:16])=[CH:29]2. Procedure details: Pyridine (0.5 ml) and a solution of 6-ethyl-3-pyridinesulfonyl chloride (30 mg) in methylene chloride (0.5 ml) were added to 3-amino-8-bromoquinoline (18 mg, Preparation Example 5) at 0° C. After stirring at room temperature for 30 minutes, water was added thereto and the mixture was extracted with ethyl acetate. The extract was purified by preparative TLC (hexane-ethyl acetate=1:1), to give the title compound (20 mg). Starting materials: C(CC(=O)OCC)(=O)OCC (diethyl malonate), ( M ), [Na] (sodium), C(CCCCCCC)Br (n-octylbromide). Solvent: C(C)O (ethanol), C(C)O (ethanol). Run at time 10 minute. Yields the product crude product, C(CCCCCCC)C(C(=O)OCC)C(=O)OCC (diethyl 2-octylmalonate). Yield: 79.0%. Reaction SMILES: [Na].[C:2]([O:10][CH2:11][CH3:12])(=[O:9])[CH2:3][C:4]([O:6][CH2:7][CH3:8])=[O:5].[CH2:13](Br)[CH2:14][CH2:15][CH2:16][CH2:17][CH2:18][CH2:19][CH3:20]>C(O)C>[CH2:13]([CH:3]([C:4]([O:6][CH2:7][CH3:8])=[O:5])[C:2]([O:10][CH2:11][CH3:12])=[O:9])[CH2:14][CH2:15][CH2:16][CH2:17][CH2:18][CH2:19][CH3:20] |^1:0|. Reported procedure: In a 10 liter-reaction vessel, 143 g (6.2 mol(M)) of metal sodium which had been cut small was added to 3.1 liters of anhydrous ethanol and dissolved therein. To the solution, 1025 g (6.4M) of diethyl malonate was added dropwise in 30 minutes at 40°-50° C. and 1200 g (6.2M) of n-octylbromide was further added thereto in 10 minutes at 40°-50° C., followed by heat-refluxing for 3 hours. After the reaction, about 2.5 liters of ethanol was distilled off from the reaction mixture. 2.5 liters of water... The reactants are C1(=CC=CC=C1)P(C1=CC=CC=C1)C1=CC=CC=C1 (triphenylphosphine), [C-]#N.[K+] (potassium cyanide), O (water), FC(S(=O)(=O)OC1=CC=C2C(CCOC2=C1)=O)(F)F (7-(((trifluoromethyl)sulfonyl)oxy)-4-chromanone). Reagents/catalysts: [Zn] (zinc), C1=CC=C(C=C1)P(C2=CC=CC=C2)C3=CC=CC=C3.C1=CC=C(C=C1)P(C2=CC=CC=C2)C3=CC=CC=C3.[Ni+2].[Br-].[Br-] (bis(triphenylphosphine)nickel (II) bromide). Solvent: C(C)#N (acetonitrile). Conditions: temperature 60 celsius. Yields the product C(#N)C1=CC=C2C(CCOC2=C1)=O (7-cyano-4-chromanone). The yield is 74.0%. As a reaction SMILES: C1(P(C2C=CC=CC=2)C2C=CC=CC=2)C=CC=CC=1.[C-:20]#[N:21].[K+].FC(F)(F)S(O[C:29]1[CH:38]=[C:37]2[C:32]([C:33](=[O:39])[CH2:34][CH2:35][O:36]2)=[CH:31][CH:30]=1)(=O)=O.O>C(#N)C.[Zn].C1C=CC(P(C2C=CC=CC=2)C2C=CC=CC=2)=CC=1.C1C=CC(P(C2C=CC=CC=2)C2C=CC=CC=2)=CC=1.[Ni+2].[Br-].[Br-]>[C:20]([C:29]1[CH:38]=[C:37]2[C:32]([C:33](=[O:39])[CH2:34][CH2:35][O:36]2)=[CH:31][CH:30]=1)#[N:21] |f:1.2,7.8.9.10.11|. Reported procedure: A dry, 250 mL round bottom flask was charged with 0.27 g (1.01 mmol) of triphenylphosphine, 0.73 g (11.15 mmol) of potassium cyanide, 0.22 g (3.38 mmol) of zinc dust, and 0.38 g (0.51 mmol) of bis(triphenylphosphine)nickel (II) bromide. The flask was then purged with argon, and an air-free solution of 3 g (10.14 mmol) of 7-(((trifluoromethyl)sulfonyl)oxy)-4-chromanone [Koch et al., J. Org. Chem. 59, 1216 (1994)] in 40 ml of dry acetonitrile was introduced by syringe. The solution was then heated... Starting materials: O=C[C@H](O)[C@@H](O)[C@H](O)[C@H](O)CO (glucose), OCC(=O)[C@@H](O)[C@H](O)[C@H](O)CO (fructose), C([C@@H](O)[C@@H](O)[C@H](O)[C@H](O)CO)O (mannitol), OC[C@H](O)[C@@H](O)[C@H](O)[C@H](O)CO (sorbitol), sugar. The reagents and catalysts are [Ni] (nickel). Product: OC[C@H](O)[C@@H](O)[C@H](O)[C@H](O)CO.C([C@@H](O)[C@@H](O)[C@H](O)[C@H](O)CO)O (sorbitol mannitol). RXN SMILES: [CH2:1]([OH:12])[C@H:2]([C@H:4]([C@@H:6]([C@@H:8]([CH2:10][OH:11])[OH:9])[OH:7])[OH:5])[OH:3].[OH:13][CH2:14][C@@H:15]([C@H:17]([C@@H:19]([C@@H:21]([CH2:23][OH:24])[OH:22])[OH:20])[OH:18])[OH:16].O=C[C@@H]([C@H]([C@@H]([C@@H](CO)O)O)O)O.OCC([C@H]([C@@H]([C@@H](CO)O)O)O)=O>[Ni]>[OH:11][CH2:10][C@@H:8]([C@H:6]([C@@H:4]([C@@H:2]([CH2:1][OH:12])[OH:3])[OH:5])[OH:7])[OH:9].[CH2:23]([OH:24])[C@H:21]([C@H:19]([C@@H:17]([C@@H:15]([CH2:14][OH:13])[OH:16])[OH:18])[OH:20])[OH:22] |f:5.6|. Procedure: In general, three sources are available for the aqueous mannitol-containing sorbitol solutions used as starting material. One source is derived from invert sugar which is a 50-50 mixture of glucose and fructose which is hydrogenated in the presence of nickel catalysts to form a saturated solution of sorbitol/mannitol in a 3/1 molar ratio. The supernatant liquid remaining after the fractional crystallization of mannitol from the solution normally contains from 7-16 percent mannitol. This mannitol... Starting materials: BrC=1C=C(C(=O)OC)C=CC1 (methyl 3-bromobenzoate), BrC1=CC=C(N)C=C1 (4-bromoaniline), methyl ester, Compound 9. The product is COC(C1=CC(=CC=C1)NC1=CC=C(C=C1)Br)=O (3-[N-(4-Bromophenyl)amino]benzoic acid methyl ester). As a reaction SMILES: Br[C:2]1[CH:3]=[C:4]([CH:9]=[CH:10][CH:11]=1)[C:5]([O:7][CH3:8])=[O:6].[Br:12][C:13]1[CH:19]=[CH:18][C:16]([NH2:17])=[CH:15][CH:14]=1>>[CH3:8][O:7][C:5](=[O:6])[C:4]1[CH:9]=[CH:10][CH:11]=[C:2]([NH:17][C:16]2[CH:18]=[CH:19][C:13]([Br:12])=[CH:14][CH:15]=2)[CH:3]=1. Procedure: Reaction of methyl 3-bromobenzoate with 4-bromoaniline according to general procedure A provided methyl ester of Compound 9 as a green oil (46% yield). 1H NMR (CDCl3, 500 MHz): δ=7.71 (s, 1H), 7.61 (d, J=7.7 Hz, 1H), 7.38 (d, J=8.6 Hz, 2H), 7.34 (t, J=7.9 Hz, 1H), 7.23 (d, J=8.1 Hz, 1H), 6.96 (d, J=8.7 Hz, 2H), 5.81 (s, 1H), 3.91 (s, 3H). 13C NMR (CDCl3, 125 MHz): δ=167.2, 143.1, 141.9, 132.6, 131.7, 129.7, 122.6, 122.1, 119.9, 118.8, 113.8, 52.4. Reactants: 2,2,2-trichloroethylchloro formate, C(=O)([O-])[O-].[K+].[K+] (K2CO3), CN1C2CN(CCC1CC2)C(C2=CC=C(C(=O)N(C)C)C=C2)C2=CC(=CC=C2)OC (4-[(9-methyl-3,9-diazabicyclo[4.2.1]non-3-yl)-(3-methoxyphenyl)methyl]-N,N-dimethylbenzamide). Reagents/catalysts: [Zn] (zinc). Run in C1(=CC=CC=C1)C (toluene), C(C)(=O)O (acetic acid), C1(=CC=CC=C1)C (toluene). Reaction conditions: time 16 hour. The product is C12CN(CCC(CC1)N2)C(C2=CC=C(C(=O)N(C)C)C=C2)C2=CC(=CC=C2)OC (4-[(3,9-diazabicyclo[4.2.1]non-3-yl)-(3-methoxyphenyl)methyl]-N,N-dimethylbenzamide). Isolated yield 52.8%. As a reaction SMILES: C([O-])([O-])=O.[K+].[K+].C[N:8]1[CH:14]2[CH2:15][CH2:16][CH:9]1[CH2:10][N:11]([CH:17]([C:29]1[CH:34]=[CH:33][CH:32]=[C:31]([O:35][CH3:36])[CH:30]=1)[C:18]1[CH:28]=[CH:27][C:21]([C:22]([N:24]([CH3:26])[CH3:25])=[O:23])=[CH:20][CH:19]=1)[CH2:12][CH2:13]2>C1(C)C=CC=CC=1.C(O)(=O)C.[Zn]>[CH:9]12[NH:8][CH:14]([CH2:15][CH2:16]1)[CH2:13][CH2:12][N:11]([CH:17]([C:29]1[CH:34]=[CH:33][CH:32]=[C:31]([O:35][CH3:36])[CH:30]=1)[C:18]1[CH:28]=[CH:27][C:21]([C:22]([N:24]([CH3:26])[CH3:25])=[O:23])=[CH:20][CH:19]=1)[CH2:10]2 |f:0.1.2|. Reported procedure: 0.4 ml of 2,2,2-trichloroethylchloro formate and 0.52 g of K2CO3 were added to a solution of the compound obtained in Example 4.10 (1.02 g) in toluene (25 ml), kept under argon inert atmosphere. The mixture was heated at reflux for 16 hours and at the end cooled at room temperature. The mixture is washed in sequence with water, with an aqueous solution of 15% citric acid and then with brine. At the end of the washings the organic phase was recovered and dehydrated on sodium sulphate. After solve... The reactants are CS(C)=O, CCN(C(C)C)C(C)C, O=C(Nc1ccc2c(c1)S(=O)(=O)C=C2)OCC(Cl)(Cl)Cl, O, c1csc(-c2nsc(N3CCNCC3)n2)c1. Product: O=C(Nc1ccc2c(c1)S(=O)(=O)C=C2)N1CCN(c2nc(-c3cccs3)ns2)CC1. Reaction SMILES: [CH3:47][S:48](=[O:49])[CH3:50].[CH:37]([N:38]([CH:39]([CH3:40])[CH3:41])[CH2:42][CH3:43])([CH3:44])[CH3:45].[O:1]=[S:2]1(=[O:20])[CH:3]=[CH:4][c:5]2[c:6]1[cH:7][c:8]([NH:11][C:12]([O:13][CH2:14][C:15]([Cl:16])([Cl:17])[Cl:18])=[O:19])[cH:9][cH:10]2.[OH2:46].[s:21]1[c:22](-[c:26]2[n:27][s:28][c:29]([N:31]3[CH2:32][CH2:33][NH:34][CH2:35][CH2:36]3)[n:30]2)[cH:23][cH:24][cH:25]1>>[O:1]=[S:2]1(=[O:20])[CH:3]=[CH:4][c:5]2[c:6]1[cH:7][c:8]([NH:11][C:12](=[O:19])[N:34]1[CH2:33][CH2:32][N:31]([c:29]3[s:28][n:27][c:26](-[c:22]4[s:21][cH:25][cH:24][cH:23]4)[n:30]3)[CH2:36][CH2:35]1)[cH:9][cH:10]2.